This data is from the Open Reaction Database (ORD), a public repository of structured organic reaction records. The task is: describe an organic reaction: reactants, conditions, products, and yield The reactants are CN(/C=C/C(=O)C1=NN(C=CC1=O)C1=CC=C(C=C1)OCC(F)(F)F)C (3-((E)-3-Dimethylamino-acryloyl)-1-[4-(2,2,2-trifluoro-ethoxy)-phenyl]-1H-pyridazin-4-one), FC1=C(C=CC=C1)NN (2-fluoro-phenylhydrazine). The product is FC1=C(C=CC=C1)N1N=CC=C1C1=NN(C=CC1=O)C1=CC=C(C=C1)OCC(F)(F)F (3-[2-(2-Fluoro-phenyl)-2H-pyrazol-3-yl]-1-[4-(2,2,2-trifluoro-ethoxy)-phenyl]-1H-pyridazin-4-one). Reaction SMILES: CN(C)/[CH:3]=[CH:4]/[C:5]([C:7]1[C:12](=[O:13])[CH:11]=[CH:10][N:9]([C:14]2[CH:19]=[CH:18][C:17]([O:20][CH2:21][C:22]([F:25])([F:24])[F:23])=[CH:16][CH:15]=2)[N:8]=1)=O.[F:27][C:28]1[CH:33]=[CH:32][CH:31]=[CH:30][C:29]=1[NH:34][NH2:35]>>[F:27][C:28]1[CH:33]=[CH:32][CH:31]=[CH:30][C:29]=1[N:34]1[C:5]([C:7]2[C:12](=[O:13])[CH:11]=[CH:10][N:9]([C:14]3[CH:19]=[CH:18][C:17]([O:20][CH2:21][C:22]([F:24])([F:25])[F:23])=[CH:16][CH:15]=3)[N:8]=2)=[CH:4][CH:3]=[N:35]1. Reported procedure: The product was obtained starting from 3-((E)-3-Dimethylamino-acryloyl)-1-[4-(2,2,2-trifluoro-ethoxy)-phenyl]-1H-pyridazin-4-one (A-32) and 2-fluoro-phenylhydrazine according to the method described for example 43. MS: M=431.1 (M+H)+ Starting materials: FC1=C(C(=C(C=C1OC)OC)F)C1=CC2=C(C=N1)C(=NN2)I (6-(2,6-difluoro-3,5-dimethoxyphenyl)-3-iodo-1H-pyrazolo[4,3-c]pyridine), CN1CCN(CC1)C1=NC=CC(=C1)B1OC(C(O1)(C)C)(C)C (1-methyl-4-[4-(4,4,5,5-tetramethyl-1,3,2-dioxaborolan-2-yl)pyridin-2-yl]piperazine). Yields the product FC1=C(C(=C(C=C1OC)OC)F)C1=CC2=C(C=N1)C(=NN2)C2=CC(=NC=C2)N2CCN(CC2)C (6-(2,6-Difluoro-3,5-dimethoxyphenyl)-3-[2-(4-methylpiperazin-1-yl)pyridin-4-yl]-1H-pyrazolo[4,3-c]pyridine). As a reaction SMILES: [F:1][C:2]1[C:7]([O:8][CH3:9])=[CH:6][C:5]([O:10][CH3:11])=[C:4]([F:12])[C:3]=1[C:13]1[N:18]=[CH:17][C:16]2[C:19](I)=[N:20][NH:21][C:15]=2[CH:14]=1.[CH3:23][N:24]1[CH2:29][CH2:28][N:27]([C:30]2[CH:35]=[C:34](B3OC(C)(C)C(C)(C)O3)[CH:33]=[CH:32][N:31]=2)[CH2:26][CH2:25]1>>[F:1][C:2]1[C:7]([O:8][CH3:9])=[CH:6][C:5]([O:10][CH3:11])=[C:4]([F:12])[C:3]=1[C:13]1[N:18]=[CH:17][C:16]2[C:19]([C:34]3[CH:33]=[CH:32][N:31]=[C:30]([N:27]4[CH2:26][CH2:25][N:24]([CH3:23])[CH2:29][CH2:28]4)[CH:35]=3)=[N:20][NH:21][C:15]=2[CH:14]=1. Procedure: This compound was prepared by using procedures analogous to those described for the synthesis of Example 4, Step 2 starting from 6-(2,6-difluoro-3,5-dimethoxyphenyl)-3-iodo-1H-pyrazolo[4,3-c]pyridine and 1-methyl-4-[4-(4,4,5,5-tetramethyl-1,3,2-dioxaborolan-2-yl)pyridin-2-yl]piperazine. LCMS (M+H)+=467.2. The reactants are ClC1=C(C=NC2=CC(=C(C=C12)OC)OC)C#N (4-chloro-6,7-dimethoxy-quinoline-3-carbonitrile), NC=1C(=C(CO)C=CC1)C (3-amino-2-methylbenzyl alcohol), Cl.N1=CC=CC=C1 (pyridine hydrochloride), C(C)OCCO (2-ethoxyethanol). Run at temperature 139 celsius. Product: OCC=1C(=C(C=CC1)NC1=C(C=NC2=CC(=C(C=C12)OC)OC)C#N)C (4-(3-Hydroxymethyl-2-methylphenylamino)-6,7-dimethoxyquinoline-3-carbonitrile). Isolated yield 91.6%. Reaction SMILES: Cl[C:2]1[C:11]2[C:6](=[CH:7][C:8]([O:14][CH3:15])=[C:9]([O:12][CH3:13])[CH:10]=2)[N:5]=[CH:4][C:3]=1[C:16]#[N:17].[NH2:18][C:19]1[C:20]([CH3:27])=[C:21]([CH:24]=[CH:25][CH:26]=1)[CH2:22][OH:23].Cl.N1C=CC=CC=1.C(OCCO)C>>[OH:23][CH2:22][C:21]1[C:20]([CH3:27])=[C:19]([NH:18][C:2]2[C:11]3[C:6](=[CH:7][C:8]([O:14][CH3:15])=[C:9]([O:12][CH3:13])[CH:10]=3)[N:5]=[CH:4][C:3]=2[C:16]#[N:17])[CH:26]=[CH:25][CH:24]=1 |f:2.3|. Procedure details: A mixture of 0.248 g (1 mmol)of 4-chloro-6,7-dimethoxy-quinoline-3-carbonitrile, 0.151 g (1.1 mmol) of 3-amino-2-methylbenzyl alcohol, 0.116 g (1 mmol) pyridine hydrochloride and 12 ml of 2-ethoxyethanol was heated in a 138-140° C. oil bath for 6 hours; progress of the reaction was monitored by TLC. When TLC indicated the disappearance of starting material, the reaction was cooled and concentrated in vacuo to a thick oil. To this oil was added 50 ml of water followed by 5 ml of 1M NaHCO3, approx... Reactants: CON(C(CN(C(OC(C)(C)C)=O)[C@H](COC)C=C)=O)C ((S)-tert-butyl 2-(methoxy(methyl)amino)-2-oxoethyl(1-methoxybut-3-en-2-yl)carbamate), CON(C(CN(C(OC(C)(C)C)=O)[C@H](COC)C=C)=O)C ((S)-tert-butyl 2-(methoxy(methyl)amino)-2-oxoethyl(1-methoxybut-3-en-2-yl)carbamate), [H-].C(C(C)C)[Al+]CC(C)C (diisobutylaluminum hydride). The solvent is ClCCl (dichloromethane). Run at time 2 hour. Yields the product ethyl acetate hexanes, COC[C@H](C=C)N(C(OC(C)(C)C)=O)CC=O ((S)-tert-butyl 1-methoxybut-3-en-2-yl(2-oxoethyl)carbamate). Isolated yield 66.8%. As a reaction SMILES: CON(C)[C:4](=[O:20])[CH2:5][N:6]([C@@H:14]([CH:18]=[CH2:19])[CH2:15][O:16][CH3:17])[C:7](=[O:13])[O:8][C:9]([CH3:12])([CH3:11])[CH3:10].[H-].C([Al+]CC(C)C)C(C)C>ClCCl>[CH3:17][O:16][CH2:15][C@@H:14]([N:6]([CH2:5][CH:4]=[O:20])[C:7](=[O:13])[O:8][C:9]([CH3:11])([CH3:12])[CH3:10])[CH:18]=[CH2:19] |f:1.2|. Procedure details: To a solution of (S)-tert-butyl 2-(methoxy(methyl)amino)-2-oxoethyl(1-methoxybut-3-en-2-yl)carbamate (Intermediate 251, 3.35 g, 11.08 mmol) in dichloromethane (60 ml) at −78° C. under nitrogen was added diisobutylaluminum hydride (1.5 eq, 1.0M in dichloromethane) (16.62 ml, 16.62 mmol). The reaction mixture was stirred at that temperature for two hours. The reaction was quenched with slow addition of methanol at the low temperature and slowly warmed to ambient temperature. The reaction mixture w... Reaction SMILES: [C-:28]#[N:29].[C-:31]#[N:32].[C:12](=[O:13])([OH:14])[O-:15].[CH3:17][N:18]([CH3:19])[CH:20]=[O:21].[CH3:22][CH2:23][O:24][C:25](=[O:26])[CH3:27].[I:1][c:2]1[cH:3][cH:4][c:5]([S:8]([NH2:9])(=[O:10])=[O:11])[cH:6][cH:7]1.[Na+:16].[Zn+2:30]>>[c:2]1([C:17]#[N:18])[cH:3][cH:4][c:5]([S:8]([NH2:9])(=[O:10])=[O:11])[cH:6][cH:7]1. Yields the product N#Cc1ccc(S(N)(=O)=O)cc1. Reactants: [C-]#N, [C-]#N, O=C([O-])O, CN(C)C=O, CCOC(C)=O, NS(=O)(=O)c1ccc(I)cc1, [Na+], [Zn+2]. The reactants are O (Water), C(C)(C)(C)C=1C=C(N(N1)C1=CC(=CC=C1)CO)NC(=O)N[C@H]1CC[C@H](C2=CC=CC=C12)OC=1C=CC=2N(C1)C(=NN2)N2[C@H](CCCC2)C (1-[5-tert-Butyl-2-(3-hydroxymethyl-phenyl)-2H-pyrazol-3-yl]-3-{(1S,4R)-4-[3-((S)-2-methyl-piperidin-1-yl)-[1,2,4]triazolo[4,3-a]pyridin-6-yloxy]-1,2,3,4-tetrahydro-naphthalen-1-yl}-urea), CCN(C(C)C)C(C)C (DIPEA), S(=O)(=O)(C)Cl (mesyl chloride). Solvent: C(Cl)Cl (DCM). Conditions: temperature 0 celsius, time 1 hour. Yields the product C(=O)O.C(C)(C)(C)C=1C=C(N(N1)C1=CC(=CC=C1)CN1CCOCC1)NC(=O)N[C@H]1CC[C@H](C2=CC=CC=C12)OC=1C=CC=2N(C1)C(=NN2)N2[C@H](CCCC2)C (1-[5-tert-Butyl-2-(3-morpholin-4-ylmethyl-phenyl)-2H-pyrazol-3-yl]-3-{(1S,4R)-4-[3-((S)-2-methyl-piperidin-1-yl)-[1,2,4]triazolo[4,3-a]pyridin-6-yloxy]-1,2,3,4-tetrahydro-naphthalen-1-yl}-urea formate salt). RXN SMILES: [C:1]([C:5]1[CH:6]=[C:7]([NH:18][C:19]([NH:21][C@@H:22]2[C:31]3[C:26](=[CH:27][CH:28]=[CH:29][CH:30]=3)[C@H:25]([O:32][C:33]3[CH:34]=[CH:35][C:36]4[N:37]([C:39]([N:42]5[CH2:47][CH2:46][CH2:45][CH2:44][C@@H:43]5[CH3:48])=[N:40][N:41]=4)[CH:38]=3)[CH2:24][CH2:23]2)=[O:20])[N:8]([C:10]2[CH:15]=[CH:14][CH:13]=[C:12](CO)[CH:11]=2)[N:9]=1)([CH3:4])([CH3:3])[CH3:2].[CH3:49][CH2:50][N:51]([CH:55]([CH3:57])C)[CH:52](C)C.S(Cl)(C)(=O)=[O:59].[OH2:63]>C(Cl)Cl>[CH:33]([OH:32])=[O:59].[C:1]([C:5]1[CH:6]=[C:7]([NH:18][C:19]([NH:21][C@@H:22]2[C:31]3[C:26](=[CH:27][CH:28]=[CH:29][CH:30]=3)[C@H:25]([O:32][C:33]3[CH:34]=[CH:35][C:36]4[N:37]([C:39]([N:42]5[CH2:47][CH2:46][CH2:45][CH2:44][C@@H:43]5[CH3:48])=[N:40][N:41]=4)[CH:38]=3)[CH2:24][CH2:23]2)=[O:20])[N:8]([C:10]2[CH:15]=[CH:14][CH:13]=[C:12]([CH2:52][N:51]3[CH2:55][CH2:57][O:63][CH2:49][CH2:50]3)[CH:11]=2)[N:9]=1)([CH3:4])([CH3:3])[CH3:2] |f:5.6|. Procedure details: To a solution of Intermediate 97a (187 mg, 0.288 mmol) and DIPEA (0.151 mL, 0.865 mmol) in DCM (5 mL) at 0° C. was added mesyl chloride (0.056 mL, 0.721 mmol) and the resulting orange solution stirred at 0° C. for 1 h. Water (5 mL) was added and the mixture shaken. The aqueous layer was extracted with DCM (5 mL), then the combined organics passed through a hydrophobic fit and concentrated in vacuo to leave the mixture of title compounds as a brown gum. LCMS (Method 4): 1:1 ratio, Rt 3.87 min, m/...